This data is from the Open Reaction Database (ORD), a public repository of structured organic reaction records. The task is: describe an organic reaction: reactants, conditions, products, and yield Reactants: NN (hydrazine), CN1N=C(C(=C1Cl)[N+](=O)[O-])C (1,3-dimethyl-4-nitro-5-chloro-1H-pyrazole). Solvent: C(CC)O (n-propanol), C(CC)O (propanol). The product is N(N)C1=C(C(=NN1C)C)[N+](=O)[O-] (5-Hydrazino-1,3-dimethyl-4-nitro-1H-pyrazole). Reaction SMILES: [NH2:1][NH2:2].[CH3:3][N:4]1[C:8](Cl)=[C:7]([N+:10]([O-:12])=[O:11])[C:6]([CH3:13])=[N:5]1>C(O)CC>[NH:1]([C:8]1[N:4]([CH3:3])[N:5]=[C:6]([CH3:13])[C:7]=1[N+:10]([O-:12])=[O:11])[NH2:2]. Procedure details: 39 gms. of hydrazine are dissolved in 500 ml. of n-propanol and 105 gms. of 1,3-dimethyl-4-nitro-5-chloro-1H-pyrazole dissolved in propanol are added dropwise at 100°. The reaction mixture is then refluxed for 4 hours. On cooling, 5-hydrazino-1,3-dimethyl-4-nitro-1H-pyrazole crystallizes in the form of yellow needles. By concentrating the mother liquor an additional quantity of product is obtained. The combined crude is recrystallized from propanol, yield 98 gms. of yellow needles, m.p. 177°-179... Starting materials: CC(=O)Nc1ccc(C(F)(F)F)c(OCC2CCCN2C(=O)OC(C)(C)C)c1, ClCCl, O=C(O)C(F)(F)F, [Na+], [Na+], O=C([O-])O, [OH-]. Product: CC(=O)Nc1ccc(C(F)(F)F)c(OCC2CCCN2)c1. Reaction SMILES: [C:1]([CH3:2])(=[O:3])[NH:4][c:5]1[cH:6][cH:7][c:8]([C:25]([F:26])([F:27])[F:28])[c:9]([O:10][CH2:11][CH:12]2[N:13]([C:17]([O:18][C:19]([CH3:20])([CH3:21])[CH3:22])=[O:23])[CH2:14][CH2:15][CH2:16]2)[cH:24]1.[Cl:41][CH2:42][Cl:43].[F:29][C:30]([F:31])([F:32])[C:33]([OH:34])=[O:35].[Na+:40].[Na+:45].[O-:36][C:37]([OH:38])=[O:39].[OH-:44]>>[C:1]([CH3:2])(=[O:3])[NH:4][c:5]1[cH:6][cH:7][c:8]([C:25]([F:26])([F:27])[F:28])[c:9]([O:10][CH2:11][CH:12]2[NH:13][CH2:14][CH2:15][CH2:16]2)[cH:24]1. Reactants: O1CC1(COCCCCCCCCCCCCCC)C (1,2-epoxy-2-methyl-3-tetradecyloxypropane), C(O)CN (ethanolamine). Solvent: C(C)O (ethanol), C(C)O (ethanol). Reaction conditions: temperature 80 celsius. The product is OCCNCC(COCCCCCCCCCCCCCC)(O)C (1-(2-hydroxyethylamino)-2-methyl-3-tetradecyloxy-2-propanol). Yield: 67.9%. As a reaction SMILES: [CH2:1]([CH2:3][NH2:4])[OH:2].[O:5]1[C:7]([CH3:24])([CH2:8][O:9][CH2:10][CH2:11][CH2:12][CH2:13][CH2:14][CH2:15][CH2:16][CH2:17][CH2:18][CH2:19][CH2:20][CH2:21][CH2:22][CH3:23])[CH2:6]1>C(O)C>[OH:2][CH2:1][CH2:3][NH:4][CH2:24][C:7]([CH3:6])([OH:5])[CH2:8][O:9][CH2:10][CH2:11][CH2:12][CH2:13][CH2:14][CH2:15][CH2:16][CH2:17][CH2:18][CH2:19][CH2:20][CH2:21][CH2:22][CH3:23]. Procedure: A 100-ml flask equipped with a stirrer and dropping funnel was then charged with 16.8 g (280 mmol) of ethanolamine and 15 g of ethanol. While stirring the mixture at 80° C., an ethanol solution of 5.00 g (17.6 mmol) of 1,2-epoxy-2-methyl-3-tetradecyloxypropane was added dropwise over 3 hours. The contents were stirred further for 2 hours. The resultant reaction mixture was concentrated under reduced pressure, and the resultant residue was purified by column chromatography on silica gel, thereby ...